From a dataset of the Open Reaction Database (ORD), a public repository of structured organic reaction records. describe an organic reaction: reactants, conditions, products, and yield The reactants are CC[N+](CC)(CC)CC, [Cl-], FC(F)(F)Sc1ccc(CCl)cc1, N#C[Na], O. Product: N#CCc1ccc(SC(F)(F)F)cc1. As a reaction SMILES: [CH2:19]([N+:20]([CH2:21][CH3:22])([CH2:23][CH3:24])[CH2:25][CH3:26])[CH3:27].[Cl-:18].[F:4][C:5]([F:6])([F:7])[S:8][c:9]1[cH:10][cH:11][c:12]([CH2:13][Cl:14])[cH:15][cH:16]1.[Na:1][C:2]#[N:3].[OH2:17]>>[C:2](#[N:3])[CH2:13][c:12]1[cH:11][cH:10][c:9]([S:8][C:5]([F:4])([F:6])[F:7])[cH:16][cH:15]1.